Dataset: the Open Reaction Database (ORD), a public repository of structured organic reaction records. Task: describe an organic reaction: reactants, conditions, products, and yield Starting materials: saturated solution, [Cl-].[NH4+] (ammonium chloride), CC1=CC=NC=C1C#N (4-methyl-nicotinonitrile), C(C1=CC=CC=C1)=O (benzaldehyde), [Li+].C[Si](C)(C)[N-][Si](C)(C)C (LHMDS). Solvent: O (water), C1CCOC1 (THF). Conditions: time 1 hour. Yields the product OC(CC1=CC=NC=C1C#N)C1=CC=CC=C1 (4-(2-hydroxy-2-phenyl-ethyl)-nicotinonitrile). Yield: 91.1%. RXN SMILES: [CH3:1][C:2]1[C:7]([C:8]#[N:9])=[CH:6][N:5]=[CH:4][CH:3]=1.[Li+].C[Si]([N-][Si](C)(C)C)(C)C.[CH:20](=[O:27])[C:21]1[CH:26]=[CH:25][CH:24]=[CH:23][CH:22]=1.[Cl-].[NH4+]>O.C1COCC1>[OH:27][CH:20]([C:21]1[CH:26]=[CH:25][CH:24]=[CH:23][CH:22]=1)[CH2:1][C:2]1[C:7]([C:8]#[N:9])=[CH:6][N:5]=[CH:4][CH:3]=1 |f:1.2,4.5|. Procedure details: 4-methyl-nicotinonitrile (2.0 g, 16.93 mmol) was dissolved in20 mL of anhydrous THF(20 mL), added with LHMDS (1M solution in THF, 34 mL, 33.86 mmol) at −78° C. under the nitrogen atmosphere and then stirred for about 1 hour at the same temperature. The mixture was dropwisely added with benzaldehyde (2.1 mL, 20.32 mmol) and stirred at −50° C. for about 1 hour. The mixture, while being stirred at 0° C., added with 30 mL of saturated solution of ammonium chloride and 50 ML of distilled water, and t... Reactants: [BH4-].[Na+] (sodium borohydride), NC1=CC=C(CP(OC)(OC)=O)C=C1 (Dimethyl 4-aminobenzylphosphonate), C=O (paraformaldehyde), [Na] (sodium). Run in CO (methanol). Run at time 15 hour. Product: CNC1=CC=C(CP(OC)(OC)=O)C=C1 (dimethyl 4-methylaminobenzylphosphonate). Yield: 12.7%. RXN SMILES: [NH2:1][C:2]1[CH:14]=[CH:13][C:5]([CH2:6][P:7](=[O:12])([O:10][CH3:11])[O:8][CH3:9])=[CH:4][CH:3]=1.[CH2:15]=O.[Na].[BH4-].[Na+]>CO>[CH3:15][NH:1][C:2]1[CH:14]=[CH:13][C:5]([CH2:6][P:7](=[O:12])([O:8][CH3:9])[O:10][CH3:11])=[CH:4][CH:3]=1 |f:3.4,^1:16|. Reported procedure: Dimethyl 4-aminobenzylphosphonate (21.5 g) and then paraformaldehyde (80%, 5.3 g) were added at room temperature to a solution of sodium metboxide in methanol (prepared from 27 g of sodium and 250 ml of methanol). After this mixture was stirred at room temperature for 15 hours, sodium borohydride (3.8 g) was added, and the mixture was heated for 1.5 hours while refluxing. The reaction mixture was concentrated under reduced pressure and then the residue was treated with 1NKOH (500 ml) and extract... Product: COc1ccc(-n2c(=O)n(C)c(=O)n(CC(C)(C)C)c2=O)cc1. Starting materials: O=C([O-])[O-], CI, CC#N, COc1ccc(-n2c(=O)[nH]c(=O)n(CC(C)(C)C)c2=O)cc1, [K+], [K+]. RXN SMILES: [C:25](=[O:26])([O-:27])[O-:28].[CH3:1][I:2].[CH3:31][C:32]#[N:33].[CH3:3][O:4][c:5]1[cH:6][cH:7][c:8](-[n:11]2[c:12](=[O:24])[n:13]([CH2:19][C:20]([CH3:21])([CH3:22])[CH3:23])[c:14](=[O:18])[nH:15][c:16]2=[O:17])[cH:9][cH:10]1.[K+:29].[K+:30]>>[CH3:3][O:4][c:5]1[cH:6][cH:7][c:8](-[n:11]2[c:12](=[O:24])[n:13]([CH2:19][C:20]([CH3:21])([CH3:22])[CH3:23])[c:14](=[O:18])[n:15]([CH3:25])[c:16]2=[O:17])[cH:9][cH:10]1. The reactants are O (water), C(C1=CC=CC=C1)OC1=CC=C(C(=O)Cl)C=C1 (p-benzyloxybenzoic acid chloride), C(C1=CC=CC=C1)OC1=CC=C(C(=O)Cl)C=C1 (p-benzyloxybenzoic acid chloride), CC(CCCCCC)OC1=CC=C(C=C1)O (p-(1-methyl-heptyloxy)phenol). Solvent: C1(=CC=CC=C1)C (toluene), N1=CC=CC=C1 (pyridine), C1(=CC=CC=C1)C (toluene). Conditions: time 2 hour. The product is CC(CCCCCC)OC1=CC=C(C=C1)OC(C1=CC=C(C=C1)OCC1=CC=CC=C1)=O (p-benzyloxybenzoic acid p-(1-methyl-heptyloxy)phenyl ester). Isolated yield 79.8%. Reaction SMILES: [CH3:1][CH:2]([O:9][C:10]1[CH:15]=[CH:14][C:13]([OH:16])=[CH:12][CH:11]=1)[CH2:3][CH2:4][CH2:5][CH2:6][CH2:7][CH3:8].[CH2:17]([O:24][C:25]1[CH:33]=[CH:32][C:28]([C:29](Cl)=[O:30])=[CH:27][CH:26]=1)[C:18]1[CH:23]=[CH:22][CH:21]=[CH:20][CH:19]=1.O>N1C=CC=CC=1.C1(C)C=CC=CC=1>[CH3:1][CH:2]([O:9][C:10]1[CH:15]=[CH:14][C:13]([O:16][C:29](=[O:30])[C:28]2[CH:27]=[CH:26][C:25]([O:24][CH2:17][C:18]3[CH:19]=[CH:20][CH:21]=[CH:22][CH:23]=3)=[CH:33][CH:32]=2)=[CH:12][CH:11]=1)[CH2:3][CH2:4][CH2:5][CH2:6][CH2:7][CH3:8]. Procedure: Optically active p-(1-methyl-heptyloxy)phenol (50.0 g, 0.22 mol) was dissolved in pyridine (300 ml), followed by dropwise adding to the solution, a solution of p-benzyloxybenzoic acid chloride (50.0 g, 0.20 mol) prepared above in (ii), dissolved in toluene (300 ml), under ice cooling, agitating the mixture for 2 hours while keeping it at about 50°~60° C., allowing it to stand overnight, thereafter adding toluene (1,500 ml) and water (1,000 ml), agitating the mixture, washing the toluene layer wi... Reactants: N1=CC=CC2=CC=CC(=C12)S(=O)(=O)Cl (8-quinolinyl sulfonyl chloride), C1(=C(C=CC=C1)N)N (o-phenylene diamine). The product is N1=CC=CC2=CC=CC(=C12)S(=O)(=O)NC1=C(N)C=CC=C1 (2-(8-quinolinyl sulfonyl amino) aniline). Reaction SMILES: [N:1]1[C:10]2[C:5](=[CH:6][CH:7]=[CH:8][C:9]=2[S:11](Cl)(=[O:13])=[O:12])[CH:4]=[CH:3][CH:2]=1.[C:15]1([NH2:22])[CH:20]=[CH:19][CH:18]=[CH:17][C:16]=1[NH2:21]>>[N:1]1[C:10]2[C:5](=[CH:6][CH:7]=[CH:8][C:9]=2[S:11]([NH:21][C:16]2[CH:17]=[CH:18][CH:19]=[CH:20][C:15]=2[NH2:22])(=[O:13])=[O:12])[CH:4]=[CH:3][CH:2]=1. Procedure details: The sulfonamide was synthesized from 8-quinolinyl sulfonyl chloride(0.01 mol) and o-phenylene diamine(0.01 mol) by general Method C. It was purified by recrystallization from EtOH(0.82 g, 27%).EI-MS m/z 300 (M+H)+. Starting materials: S1C=C(C=C1)S(=O)CC(=O)O (3-thienylsulfinylacetic acid), NC1[C@@H]2N(C(=C(CS2)CSC2=CN=NN2)C(=O)O)C1=O (7-amino-3-(1H-1,2,3-triazol-5-ylthiomethyl)-3-cephem-4-carboxylic acid). Product: S1C=C(C=C1)S(=O)CC(=O)NC1[C@@H]2N(C(=C(CS2)CSC2=CN=NN2)C(=O)O)C1=O (7-(3-thienylsulfinylacetamido)-3-(1H-1,2,3-triazol-5-ylthiomethyl)-3-cephem-4-carboxylic acid). As a reaction SMILES: [S:1]1[CH:5]=[CH:4][C:3]([S:6]([CH2:8][C:9]([OH:11])=O)=[O:7])=[CH:2]1.[NH2:12][CH:13]1[C:30](=[O:31])[N:15]2[C:16]([C:27]([OH:29])=[O:28])=[C:17]([CH2:20][S:21][C:22]3[NH:26][N:25]=[N:24][CH:23]=3)[CH2:18][S:19][C@H:14]12>>[S:1]1[CH:5]=[CH:4][C:3]([S:6]([CH2:8][C:9]([NH:12][CH:13]2[C:30](=[O:31])[N:15]3[C:16]([C:27]([OH:29])=[O:28])=[C:17]([CH2:20][S:21][C:22]4[NH:26][N:25]=[N:24][CH:23]=4)[CH2:18][S:19][C@H:14]23)=[O:11])=[O:7])=[CH:2]1. Procedure: 380 mg. of 3-thienylsulfinylacetic acid of the R form and 7-amino-3-(1H-1,2,3-triazol-5-ylthiomethyl)-3-cephem-4-carboxylic acid were reacted in the same manner as described in Example 28 and 369 mg. of 7-(3-thienylsulfinylacetamido)-3-(1H-1,2,3-triazol-5-ylthiomethyl)-3-cephem-4-carboxylic acid of the R form were obtained. Starting materials: C1CCOC1, Cc1ccccc1, C[Si](C)(C)[N-][Si](C)(C)C, CC(=O)c1cc([N+](=O)[O-])ccc1F, [K+]. Product: C=C(C)c1cc([N+](=O)[O-])ccc1F. Reaction SMILES: [CH2:31]1[O:32][CH2:33][CH2:34][CH2:35]1.[CH3:24][c:25]1[cH:26][cH:27][cH:28][cH:29][cH:30]1.[CH3:2][Si:3]([N-:4][Si:5]([CH3:6])([CH3:7])[CH3:8])([CH3:9])[CH3:10].[F:11][c:12]1[c:13]([C:21]([CH3:22])=[O:23])[cH:14][c:15]([N+:18](=[O:19])[O-:20])[cH:16][cH:17]1.[K+:1]>>[CH2:2]=[C:21]([c:13]1[c:12]([F:11])[cH:17][cH:16][c:15]([N+:18](=[O:19])[O-:20])[cH:14]1)[CH3:22]. Starting materials: C1(O)=C(O)C(O)=CC=C1 (pyrogallol), BrCCCBr (1,3-dibromopropane), alcohol, [OH-].[K+] (potassium hydroxide). The product is O1CCCOC2=C1C=CC=C2O (3,4-dihydro-2H-1,5-benzodioxepin-6-ol). As a reaction SMILES: [C:1]1([CH:9]=[CH:8][CH:7]=[C:5]([OH:6])[C:3]=1[OH:4])[OH:2].[OH-].[K+].Br[CH2:13][CH2:14][CH2:15]Br>>[O:2]1[C:1]2[CH:9]=[CH:8][CH:7]=[C:5]([OH:6])[C:3]=2[O:4][CH2:15][CH2:14][CH2:13]1 |f:1.2|. Procedure details: 63 G. of pyrogallol are dissolved with stirring in 330 ml. of absolute alcohol in a flask under a nitrogen atmosphere. 56 G. of potassium hydroxide are added to the flask and the temperature of the reaction mixture rises to 65° C. To the resulting dark-brown, clear solution, 200 g. of 1,3-dibromopropane are added dropwise a over 30 minute period. The resulting mixture is refluxed overnight with stirring. The mixture is cooled to room temperature and filtered. The ethanolic solution is evaporated... Reactants: OC(C[C@@]1(CCN(C(O1)=O)[C@@H](CC)C1=CC=C(C=C1)B1OC(C(O1)(C)C)(C)C)C1=CC=CC=C1)(C)C ((S)-6-(2-hydroxy-2-methylpropyl)-6-phenyl-3-((S)-1-(4-(4,4,5,5-tetramethyl-1,3,2-dioxaborolan-2-yl)phenyl)propyl)-1,3-oxazinan-2-one), BrC1=CC(=[N+](C(=C1)C)[O-])C (4-bromo-2,6-dimethylpyridine-N-oxide). Yields the product OC(C[C@@]1(CCN(C(O1)=O)[C@@H](CC)C1=CC=C(C=C1)C1=CC(=[N+](C(=C1)C)[O-])C)C1=CC=CC=C1)(C)C (4-(4-((S)-1-((S)-6-(2-hydroxy-2-methylpropyl)-2-oxo-6-phenyl-1,3-oxazinan-3-yl)propyl)phenyl)-2,6-dimethylpyridine 1-oxide). As a reaction SMILES: [OH:1][C:2]([CH3:36])([CH3:35])[CH2:3][C@@:4]1([C:29]2[CH:34]=[CH:33][CH:32]=[CH:31][CH:30]=2)[O:9][C:8](=[O:10])[N:7]([C@H:11]([C:14]2[CH:19]=[CH:18][C:17](B3OC(C)(C)C(C)(C)O3)=[CH:16][CH:15]=2)[CH2:12][CH3:13])[CH2:6][CH2:5]1.Br[C:38]1[CH:43]=[C:42]([CH3:44])[N+:41]([O-:45])=[C:40]([CH3:46])[CH:39]=1>>[OH:1][C:2]([CH3:35])([CH3:36])[CH2:3][C@@:4]1([C:29]2[CH:34]=[CH:33][CH:32]=[CH:31][CH:30]=2)[O:9][C:8](=[O:10])[N:7]([C@H:11]([C:14]2[CH:15]=[CH:16][C:17]([C:38]3[CH:43]=[C:42]([CH3:44])[N+:41]([O-:45])=[C:40]([CH3:46])[CH:39]=3)=[CH:18][CH:19]=2)[CH2:12][CH3:13])[CH2:6][CH2:5]1. Procedure details: The title compound was prepared from (S)-6-(2-hydroxy-2-methylpropyl)-6-phenyl-3-((S)-1-(4-(4,4,5,5-tetramethyl-1,3,2-dioxaborolan-2-yl)phenyl)propyl)-1,3-oxazinan-2-one and 4-bromo-2,6-dimethylpyridine-N-oxide following a procedure analogous to that described in Example 1 Step 2. LC-MS Method 2 tR=1.185 min, m/z=489.2; 1H NMR (CDCl3) 0.96 (t, 3H), 1.03 (s, 3H), 1.12 (s, 3H), 1.81-2.00 (m, 4H), 2.11-2.22 (m, 5H), 2.30-2.42 (m, 1H), 2.57 (s, 6H), 2.87 (m, 1H), 5.43 (m, 1H), 7.09 (d, 2H), 7.18 (m,...